From a dataset of the Open Reaction Database (ORD), a public repository of structured organic reaction records. describe an organic reaction: reactants, conditions, products, and yield Starting materials: NC1=CC(=C(C(=O)NCC2CN(CCO2)C(=O)OCC)C=C1Cl)OC (4-amino-5-chloro-N-[(4-ethoxycarbonyl-2-morpholinyl)methyl]-2-methoxybenzamide), [OH-].[K+] (potassium hydroxide). Solvent: C(C)(C)O (isopropyl alcohol). Reaction conditions: time 3 hour. Product: NC1=CC(=C(C(=O)NCC2CNCCO2)C=C1Cl)OC (4-amino-5-chloro-2-methoxy-N-(2-morpholinylmethyl)benzamide). Isolated yield 28.5%. As a reaction SMILES: [NH2:1][C:2]1[C:22]([Cl:23])=[CH:21][C:5]([C:6]([NH:8][CH2:9][CH:10]2[O:15][CH2:14][CH2:13][N:12](C(OCC)=O)[CH2:11]2)=[O:7])=[C:4]([O:24][CH3:25])[CH:3]=1.[OH-].[K+]>C(O)(C)C>[NH2:1][C:2]1[C:22]([Cl:23])=[CH:21][C:5]([C:6]([NH:8][CH2:9][CH:10]2[O:15][CH2:14][CH2:13][NH:12][CH2:11]2)=[O:7])=[C:4]([O:24][CH3:25])[CH:3]=1 |f:1.2|. Procedure: A mixture of 4-amino-5-chloro-N-[(4-ethoxycarbonyl-2-morpholinyl)methyl]-2-methoxybenzamide (6.1 g), potassium hydroxide (10.1 g), and isopropyl alcohol (60 ml) is refluxed with stirring for 3 hours. The reaction mixture is concentrated under reduced pressure, and the residue is diluted with water and extracted with chloroform. The organic layer is washed successively with water and saturated aqueous sodium chloride solution, and dried over magnesium sulfate. The solvent is distilled off under r...